This data is from the Open Reaction Database (ORD), a public repository of structured organic reaction records. The task is: describe an organic reaction: reactants, conditions, products, and yield Starting materials: CN1CCC(Oc2cccc(C#N)n2)CC1, N. The product is CN1CCC(Oc2cccc(CN)n2)CC1. RXN SMILES: [CH3:1][N:2]1[CH2:3][CH2:4][CH:5]([O:8][c:9]2[cH:10][cH:11][cH:12][c:13]([C:15]#[N:16])[n:14]2)[CH2:6][CH2:7]1.[NH3:17]>>[CH3:1][N:2]1[CH2:3][CH2:4][CH:5]([O:8][c:9]2[cH:10][cH:11][cH:12][c:13]([CH2:15][NH2:16])[n:14]2)[CH2:6][CH2:7]1.